From a dataset of the Open Reaction Database (ORD), a public repository of structured organic reaction records. describe an organic reaction: reactants, conditions, products, and yield Conditions: temperature 60 celsius, time 5 hour. Yields the product FC(C1=C(C(Cl)Cl)C=CC(=C1)Cl)(F)F (2-trifluoromethyl-4-chlorobenzalchloride). Reported procedure: A 500-ml four-necked round bottom flask equipped with thermometer, mechanical stirrer, Dimroth condenser and chlorine-introducing tube was charged with 570.0 g (2.5 mol) of o-trifluoromethylbenzalchloride, 11.5 g (2.5 mol %) of ferric chloride and 1.5 g (0.5 mol %) of iodine. Then, the reaction temperature was raised to 60° C. while the mixture was kept stirred. When the reaction temperature reached 60° C., chlorination was started by continuously introducing chlorine at a rate of 0.5 mol/hr. Af... RXN SMILES: [Cl:1]Cl.[F:3][C:4]([F:15])([F:14])[C:5]1[CH:13]=[CH:12][CH:11]=[CH:10][C:6]=1[CH:7]([Cl:9])[Cl:8].II>>[F:3][C:4]([F:14])([F:15])[C:5]1[CH:13]=[C:12]([Cl:1])[CH:11]=[CH:10][C:6]=1[CH:7]([Cl:9])[Cl:8]. Starting materials: FC(C1=C(C(Cl)Cl)C=CC=C1)(F)F (o-trifluoromethylbenzalchloride), ferric chloride, II (iodine), ClCl (chlorine), ClCl (chlorine).